From a dataset of the Open Reaction Database (ORD), a public repository of structured organic reaction records. describe an organic reaction: reactants, conditions, products, and yield Reactants: N(=[N+]=[N-])CCOCCNC(OC(C)(C)C)=O (tert-butyl 2-(2-azidoethoxy)ethylcarbamate), [H][H] (hydrogen). Reagents/catalysts: [Pd] (palladium on carbon). Solvent: C1(=CC=CC=C1)C (toluene). Yields the product NCCOCCNC(OC(C)(C)C)=O (tert-butyl 2-(2-aminoethoxy)ethylcarbamate). Isolated yield 95.0%. As a reaction SMILES: [N:1]([CH2:4][CH2:5][O:6][CH2:7][CH2:8][NH:9][C:10](=[O:16])[O:11][C:12]([CH3:15])([CH3:14])[CH3:13])=[N+]=[N-].[H][H]>[Pd].C1(C)C=CC=CC=1>[NH2:1][CH2:4][CH2:5][O:6][CH2:7][CH2:8][NH:9][C:10](=[O:16])[O:11][C:12]([CH3:14])([CH3:13])[CH3:15]. Procedure: Under a nitrogen purge, 10% palladium on carbon (9.2 g) was added to a solution of tert-butyl 2-(2-azidoethoxy)ethylcarbamate (92.0 g, 399 mmol) in toluene (900 mL) in a pressure vessel. The vessel was placed under hydrogen pressure (30 psi, 2.0×105 Pa), and for the first 20 minutes, the hydrogen was replaced every five minutes and brought to a pressure of (20 psi, 1.4×105 Pa). The reaction was maintained under hydrogen pressure (20 psi, 1.4×105 Pa) overnight. The reaction mixture was filtered t... The reactants are FC(F)Cl, Cc1cc(O)nc(N)n1, [Na+], C1COCCO1, [OH-], O. Yields the product Cc1cc(OC(F)F)nc(N)n1. As a reaction SMILES: [F:1][CH:2]([Cl:3])[F:4].[NH2:5][c:6]1[n:7][c:8]([CH3:13])[cH:9][c:10]([OH:12])[n:11]1.[Na+:16].[O:17]1[CH2:18][CH2:19][O:20][CH2:21][CH2:22]1.[OH-:15].[OH2:14]>>[F:1][CH:2]([F:4])[O:12][c:10]1[cH:9][c:8]([CH3:13])[n:7][c:6]([NH2:5])[n:11]1.